From a dataset of the Open Reaction Database (ORD), a public repository of structured organic reaction records. describe an organic reaction: reactants, conditions, products, and yield Starting materials: O=C([O-])[O-], Cc1n[nH]c2cccc(O)c12, CN(C)C=O, O=[N+]([O-])c1ccc(F)c(F)c1, [K+], [K+], O. Product: Cc1n[nH]c2cccc(Oc3ccc([N+](=O)[O-])cc3F)c12. RXN SMILES: [C:23](=[O:24])([O-:25])[O-:26].[CH3:12][c:13]1[n:14][nH:15][c:16]2[cH:17][cH:18][cH:19][c:20]([OH:22])[c:21]12.[CH3:29][N:30]([CH3:31])[CH:32]=[O:33].[F:1][c:2]1[cH:3][c:4]([N+:9](=[O:10])[O-:11])[cH:5][cH:6][c:7]1[F:8].[K+:27].[K+:28].[OH2:34]>>[F:1][c:2]1[cH:3][c:4]([N+:9](=[O:10])[O-:11])[cH:5][cH:6][c:7]1[O:22][c:20]1[cH:19][cH:18][cH:17][c:16]2[nH:15][n:14][c:13]([CH3:12])[c:21]21. The reactants are C(C1=CC=CC=C1)OC=1C=C(C=O)C=CC1 (3-(benzyloxy)benzaldehyde), [Cl-].[Ca+2].[Cl-] (calcium chloride), [BH4-].[Na+] (sodium borohydride). Run in C1CCOC1 (THF), C(C)O (ethanol). Reaction conditions: temperature 0 celsius, time 15 hour. Product: C(C1=CC=CC=C1)OC=1C=C(C=CC1)CO ((3-(benzyloxy)phenyl)methanol). The yield is 81.7%. RXN SMILES: [CH2:1]([O:8][C:9]1[CH:10]=[C:11]([CH:14]=[CH:15][CH:16]=1)[CH:12]=[O:13])[C:2]1[CH:7]=[CH:6][CH:5]=[CH:4][CH:3]=1.[Cl-].[Ca+2].[Cl-].[BH4-].[Na+]>C(O)C.C1COCC1>[CH2:1]([O:8][C:9]1[CH:10]=[C:11]([CH2:12][OH:13])[CH:14]=[CH:15][CH:16]=1)[C:2]1[CH:3]=[CH:4][CH:5]=[CH:6][CH:7]=1 |f:1.2.3,4.5|. Procedure details: The intermediate 33 (8.2 mmols) and calcium chloride (16.4 mmols) were dissolved in 55 mL of anhydrous ethanol and 27 mLs of THF. The solution was next cooled to 0° C. and sodium borohydride (16.4 mmols) was added slowly over several minutes to the reaction vessel. Upon warming to ambient temperature, the mixture was allowed to stir for an additional 15 hours. After this time, the flask was again cooled to 0° C. and the excess sodium borohydride was quenched with the addition of 5 mLs of 1N HCl.... Starting materials: CCO, CC(=O)Nc1ccc(F)c([N+](=O)[O-])c1, NCC1CCOCC1. The product is CC(=O)Nc1ccc(NCC2CCOCC2)c([N+](=O)[O-])c1. Reaction SMILES: [CH3:23][CH2:24][OH:25].[F:9][c:10]1[c:11]([N+:20](=[O:21])[O-:22])[cH:12][c:13]([NH:16][C:17]([CH3:18])=[O:19])[cH:14][cH:15]1.[NH2:1][CH2:2][CH:3]1[CH2:4][CH2:5][O:6][CH2:7][CH2:8]1>>[NH:1]([CH2:2][CH:3]1[CH2:4][CH2:5][O:6][CH2:7][CH2:8]1)[c:10]1[c:11]([N+:20](=[O:21])[O-:22])[cH:12][c:13]([NH:16][C:17]([CH3:18])=[O:19])[cH:14][cH:15]1.